From a dataset of the Open Reaction Database (ORD), a public repository of structured organic reaction records. describe an organic reaction: reactants, conditions, products, and yield Reactants: FC1=C(C=CC(=C1)OC)OC (2-fluoro-1,4-dimethoxybenzene), [Li]CCCC (n-BuLi), ClC(=O)OCC (ethyl chloroformate). The solvent is C1CCOC1 (THF). Reaction conditions: temperature -78 celsius, time 1 hour. Yields the product FC1=C(C(=O)OCC)C(=CC=C1OC)OC (ethyl 2-fluoro-3,6-dimethoxybenzoate). The yield is 68.3%. Reaction SMILES: [F:1][C:2]1[CH:7]=[C:6]([O:8][CH3:9])[CH:5]=[CH:4][C:3]=1[O:10][CH3:11].[Li]CCCC.Cl[C:18]([O:20][CH2:21][CH3:22])=[O:19]>C1COCC1>[F:1][C:2]1[C:3]([O:10][CH3:11])=[CH:4][CH:5]=[C:6]([O:8][CH3:9])[C:7]=1[C:18]([O:20][CH2:21][CH3:22])=[O:19]. Reported procedure: To a solution of 2-fluoro-1,4-dimethoxybenzene (8.1 g, 52.0 mmol) in anhydrous THF at −78° C., n-BuLi (2.5 M in hexane, 22 mL, 55 mmol) was added dropwise. The resulting mixture was stirred at −78° C. for 1 h, and then ethyl chloroformate (5 mL, 52.1 mmol) was added dropwise. The reaction mixture was stirred at −78° C. for additional 2 h and quenched with water (200 mL). The mixture was extracted with ethyl acetate (2×180 mL). The combined organic layers were washed with brine (200 mL), dried (N... The reactants are Cl (hydrochloric acid), [H-].[Al+3].[Li+].[H-].[H-].[H-] (lithium aluminum hydride), COC(=O)C1=CC2=CC=C(C=C2C(=C1C)OCC1=CC=CC=C1)F (4-benzyloxy-6-fluoro-3-methyl-naphthalene-2-carboxylic acid methyl ester). The solvent is O1CCCC1 (tetrahydrofuran), O1CCCC1 (tetrahydrofuran). Run at temperature 60 celsius. Yields the product C(C1=CC=CC=C1)OC1=C(C(=CC2=CC=C(C=C12)F)CO)C ((4-benzyloxy-6-fluoro-3-methyl-naphthalen-2-yl)-methanol). The yield is 92.0%. RXN SMILES: [H-].[Al+3].[Li+].[H-].[H-].[H-].C[O:8][C:9]([C:11]1[C:20]([CH3:21])=[C:19]([O:22][CH2:23][C:24]2[CH:29]=[CH:28][CH:27]=[CH:26][CH:25]=2)[C:18]2[C:13](=[CH:14][CH:15]=[C:16]([F:30])[CH:17]=2)[CH:12]=1)=O.Cl>O1CCCC1>[CH2:23]([O:22][C:19]1[C:18]2[C:13](=[CH:14][CH:15]=[C:16]([F:30])[CH:17]=2)[CH:12]=[C:11]([CH2:9][OH:8])[C:20]=1[CH3:21])[C:24]1[CH:25]=[CH:26][CH:27]=[CH:28][CH:29]=1 |f:0.1.2.3.4.5|. Procedure: To the slurry of lithium aluminum hydride (1.8 g, 47.5 mmol) in tetrahydrofuran (50 mL) was added a solution of 4-benzyloxy-6-fluoro-3-methyl-naphthalene-2-carboxylic acid methyl ester (10 g, 30.8 mmol) in tetrahydrofuran (50 mL) at 0° C. under a nitrogen atmosphere. After being heated at 60° C. for 2 hours, the resulting mixture was cooled to 0° C. and treated with 1 N hydrochloric acid to quench the reaction. The aqueous layer was extracted with diethyl ether (100 mL×5). The combined organic l...